Dataset: the Open Reaction Database (ORD), a public repository of structured organic reaction records. Task: describe an organic reaction: reactants, conditions, products, and yield Reactants: Cl.Cl.CN1C[C@H](NCC1)C ((3R)-1,3-dimethylpiperazine dihydrochloride), C(C)(C)N(C(C)C)CC (N,N-diisopropylethylamine), ClC1=NC(=NC(=C1F)Cl)C (4,6-dichloro-5-fluoro-2-methylpyrimidine). Yields the product ClC1=NC(=NC(=C1F)N1[C@@H](CN(CC1)C)C)C (4-chloro-6-[(2R)-2,4-dimethyl-1-piperazinyl]-5-fluoro-2-methylpyrimidine). RXN SMILES: Cl.Cl.[CH3:3][N:4]1[CH2:9][CH2:8][NH:7][C@H:6]([CH3:10])[CH2:5]1.C(N(CC)C(C)C)(C)C.[Cl:20][C:21]1[C:26]([F:27])=[C:25](Cl)[N:24]=[C:23]([CH3:29])[N:22]=1>ClCCl>[Cl:20][C:21]1[C:26]([F:27])=[C:25]([N:7]2[CH2:8][CH2:9][N:4]([CH3:3])[CH2:5][C@H:6]2[CH3:10])[N:24]=[C:23]([CH3:29])[N:22]=1 |f:0.1.2|. Run at temperature 35 celsius, time 3 day. Procedure details: To a solution of (3R)-1,3-dimethylpiperazine dihydrochloride (Example 63) (5.88 g, 31.4 mmol) in dichloromethane (126 mL) was added N,N-diisopropylethylamine (18.11 mL, 104 mmol), and 4,6-dichloro-5-fluoro-2-methylpyrimidine (5.69 g, 31.4 mmol). The solution was heated at 35° C. and stirred for 3 days. The solution was cooled to room temperature, diluted with DCM (100 mL), and washed with sat. aq. NaHCO3 (100 mL). The aqueous phase was extracted with a fresh portion of DCM (50 mL), and the combi... The solvent is ClCCl (dichloromethane), C(Cl)Cl (DCM). The yield is 118.2%.